Dataset: the Open Reaction Database (ORD), a public repository of structured organic reaction records. Task: describe an organic reaction: reactants, conditions, products, and yield Starting materials: ClC1=CC=C(C(=N1)C)C(=O)N1[C@H](CN(CC1)S(=O)(=O)C1=C(C=C(C#N)C=C1)C)C (4-({(3S)-4-[(6-Chloro-2-methyl-3-pyridinyl)carbonyl]-3-methyl-1-piperazinyl}sulfonyl)-3-methylbenzonitrile), N1CCC1 (Azetidine). The solvent is C(C)(C)O (isopropanol). Run at temperature 120 celsius. The product is Cl.N1(CCC1)C1=CC=C(C(=N1)C)C(=O)N1[C@H](CN(CC1)S(=O)(=O)C1=C(C=C(C#N)C=C1)C)C (4-[((3S)-4-{[6-(1-Azetidinyl)-2-methyl-3-pyridinyl]carbonyl}-3-methyl-1-piperazinyl)sulfonyl]-3-methylbenzonitrile hydrochloride). The yield is 43.5%. As a reaction SMILES: [Cl:1][C:2]1[N:7]=[C:6]([CH3:8])[C:5]([C:9]([N:11]2[CH2:16][CH2:15][N:14]([S:17]([C:20]3[CH:27]=[CH:26][C:23]([C:24]#[N:25])=[CH:22][C:21]=3[CH3:28])(=[O:19])=[O:18])[CH2:13][C@@H:12]2[CH3:29])=[O:10])=[CH:4][CH:3]=1.[NH:30]1[CH2:33][CH2:32][CH2:31]1>C(O)(C)C>[ClH:1].[N:30]1([C:2]2[N:7]=[C:6]([CH3:8])[C:5]([C:9]([N:11]3[CH2:16][CH2:15][N:14]([S:17]([C:20]4[CH:27]=[CH:26][C:23]([C:24]#[N:25])=[CH:22][C:21]=4[CH3:28])(=[O:19])=[O:18])[CH2:13][C@@H:12]3[CH3:29])=[O:10])=[CH:4][CH:3]=2)[CH2:33][CH2:32][CH2:31]1 |f:3.4|. Procedure: 4-({(3S)-4-[(6-Chloro-2-methyl-3-pyridinyl)carbonyl]-3-methyl-1-piperazinyl}sulfonyl)-3-methylbenzonitrile (may be prepared as described in Example 25) (65 mg, 0.15 mmol) was weighed into a microwave vial and suspended in isopropanol (1.5 ml). Azetidine (0.203 ml, 3.01 mmol) was added and the mixture was heated in the microwave to 120° C. for 18 h with stirring. LCMS analysis showed >80% conversion. The reaction mixture was concentrated to give the crude material as a colourless gum (273 mg). Th... The reactants are C1(=CC=CC=C1)P(C1=CC=CC=C1)C1=CC=CC=C1 (triphenylphosphine), C(C)(=O)N1CCC(C2=CC(=CC=C12)C(C)O)(C)C (N-acetyl-4,4-dimethyl-6-(1-hydroxyethyl)-1,2,3,4-tetrahydroquinoline), residue, C(=O)C1=CC=C(C(=O)OC)C=C1 (methyl 4-formylbenzoate), O1CC1CC (1,2-epoxybutane), ice, P(Br)(Br)Br (phosphorus tribromide), [PH4+] (phosphonium). Reagents/catalysts: N1=CC=CC=C1 (pyridine). The solvent is CCOCC (ether), CCOCC (ether). Run at time 1 hour. The product is C(C)(=O)N1CCC(C2=CC(=CC=C12)/C(=C/C1=CC=C(C(=O)OC)C=C1)/C)(C)C (Methyl 4-[(E)-2-(N-acetyl-4,4-dimethyl-1,2,3,4-tetrahydro-6-quinolinyl)-2-methylvinyl]benzoate), ( Z )-isomer. Reaction SMILES: P(Br)(Br)Br.[C:5]([N:8]1[C:17]2[C:12](=[CH:13][C:14]([CH:18](O)[CH3:19])=[CH:15][CH:16]=2)[C:11]([CH3:22])([CH3:21])[CH2:10][CH2:9]1)(=[O:7])[CH3:6].C1(P(C2C=CC=CC=2)C2C=CC=CC=2)C=CC=CC=1.[PH4+].[CH:43]([C:45]1[CH:54]=[CH:53][C:48]([C:49]([O:51][CH3:52])=[O:50])=[CH:47][CH:46]=1)=O.O1C(CC)C1>N1C=CC=CC=1.CCOCC>[C:5]([N:8]1[C:17]2[C:12](=[CH:13][C:14](/[C:18](/[CH3:19])=[CH:43]/[C:45]3[CH:54]=[CH:53][C:48]([C:49]([O:51][CH3:52])=[O:50])=[CH:47][CH:46]=3)=[CH:15][CH:16]=2)[C:11]([CH3:21])([CH3:22])[CH2:10][CH2:9]1)(=[O:7])[CH3:6]. Procedure: Two drops of pyridine, followed by 3.28 g (0.012 mol) of phosphorus tribromide in 20 ml of ether, were added to 6.0 g (0.024 mol) of N-acetyl-4,4-dimethyl-6-(1-hydroxyethyl)-1,2,3,4-tetrahydroquinoline in 75 ml of ether, at 0° C., with stirring. Stirring was continued for 1 hour at 0° C., and then the reaction mixture was poured onto 100 g of ice. The resulting mixture was extracted with ether and the combined extracts were dried (MgSO4) and then evaporated in vacuo. This gave 7.0 g of a white s... Reactants: CCOC(C)=O, COC(=O)Cn1nccc1NC(c1ccccc1)(c1ccccc1)c1ccccc1, Cl, [Na+], C1COCCO1, C1CCOC1, [OH-]. Product: O=C(O)Cn1nccc1NC(c1ccccc1)(c1ccccc1)c1ccccc1. RXN SMILES: [CH3:33][CH2:34][O:35][C:36](=[O:37])[CH3:38].[CH3:3][O:4][C:5](=[O:6])[CH2:7][n:8]1[n:9][cH:10][cH:11][c:12]1[NH:13][C:14]([c:15]1[cH:16][cH:17][cH:18][cH:19][cH:20]1)([c:21]1[cH:22][cH:23][cH:24][cH:25][cH:26]1)[c:27]1[cH:28][cH:29][cH:30][cH:31][cH:32]1.[ClH:39].[Na+:2].[O:40]1[CH2:41][CH2:42][O:43][CH2:44][CH2:45]1.[O:46]1[CH2:47][CH2:48][CH2:49][CH2:50]1.[OH-:1]>>[O:4]=[C:5]([OH:6])[CH2:7][n:8]1[n:9][cH:10][cH:11][c:12]1[NH:13][C:14]([c:15]1[cH:16][cH:17][cH:18][cH:19][cH:20]1)([c:21]1[cH:22][cH:23][cH:24][cH:25][cH:26]1)[c:27]1[cH:28][cH:29][cH:30][cH:31][cH:32]1. Reactants: O=C([O-])[O-], Cc1ccccc1, CN1CCCC1=O, [Cs+], [Cs+], Fc1ccc(C(F)(F)F)cc1OC(F)F, O, Oc1ccc2ccoc2c1. Yields the product FC(F)Oc1cc(C(F)(F)F)ccc1Oc1ccc2ccoc2c1. Reaction SMILES: [C:26](=[O:27])([O-:28])[O-:29].[CH3:32][c:33]1[cH:34][cH:35][cH:36][cH:37][cH:38]1.[CH3:39][N:40]1[CH2:41][CH2:42][CH2:43][C:44]1=[O:45].[Cs+:30].[Cs+:31].[F:1][CH:2]([O:3][c:4]1[c:5]([F:14])[cH:6][cH:7][c:8]([C:10]([F:11])([F:12])[F:13])[cH:9]1)[F:15].[OH2:46].[o:16]1[cH:17][cH:18][c:19]2[c:20]1[cH:21][c:22]([OH:25])[cH:23][cH:24]2>>[F:1][CH:2]([O:3][c:4]1[c:5]([O:25][c:22]2[cH:21][c:20]3[o:16][cH:17][cH:18][c:19]3[cH:24][cH:23]2)[cH:6][cH:7][c:8]([C:10]([F:11])([F:12])[F:13])[cH:9]1)[F:15]. Reactants: O=C([O-])[O-], CO, CC(=O)OCc1cc(-c2cnc(Nc3ccc(N4CCN(C(C)C)CC4)cc3)c3ncnn23)ccn1, [K+], [K+], O=C(O)CC(O)(CC(=O)O)C(=O)O. The product is CC(C)N1CCN(c2ccc(Nc3ncc(-c4ccnc(CO)c4)n4ncnc34)cc2)CC1. RXN SMILES: [C:37](=[O:38])([O-:39])[O-:40].[CH3:56][OH:57].[CH:1]([CH3:2])([CH3:3])[N:4]1[CH2:5][CH2:6][N:7]([c:10]2[cH:11][cH:12][c:13]([NH:16][c:17]3[c:18]4[n:19]([c:20](-[c:23]5[cH:24][c:25]([CH2:29][O:30][C:31](=[O:32])[CH3:33])[n:26][cH:27][cH:28]5)[cH:21][n:22]3)[n:34][cH:35][n:36]4)[cH:14][cH:15]2)[CH2:8][CH2:9]1.[K+:41].[K+:42].[OH:43][C:44]([CH2:45][C:46]([C:47](=[O:48])[OH:49])([CH2:50][C:51](=[O:52])[OH:53])[OH:54])=[O:55]>>[CH:1]([CH3:2])([CH3:3])[N:4]1[CH2:5][CH2:6][N:7]([c:10]2[cH:11][cH:12][c:13]([NH:16][c:17]3[c:18]4[n:19]([c:20](-[c:23]5[cH:24][c:25]([CH2:29][OH:30])[n:26][cH:27][cH:28]5)[cH:21][n:22]3)[n:34][cH:35][n:36]4)[cH:14][cH:15]2)[CH2:8][CH2:9]1.